Dataset: the Open Reaction Database (ORD), a public repository of structured organic reaction records. Task: describe an organic reaction: reactants, conditions, products, and yield Starting materials: N(=NC(=O)N1CCCCC1)C(=O)N1CCCCC1 (1,1'-(azodicarbonyl)dipiperidine), C(#N)C1=C(C=CC=C1)S(=O)(=O)OC=1C=C(C=C(C1)C)O (3-(2-cyanophenylsulfonyloxy)-5-methylphenol), C(CCC)P(CCCC)CCCC (tri-n-butylphosphine), C(CCO)O (1,3-propanediol). Run in O1CCCC1 (tetrahydrofuran), CCCCCC (Hexane). Reaction conditions: time 8 hour. The product is C(#N)C1=C(C=CC=C1)S(=O)(=O)OC=1C=C(OCCCO)C=C(C1)C (3-[3-(2-Cyanophenylsulfonyloxy)-5-methylphenoxy]propanol). The yield is 80.6%. Reaction SMILES: [C:1]([C:3]1[CH:8]=[CH:7][CH:6]=[CH:5][C:4]=1[S:9]([O:12][C:13]1[CH:14]=[C:15]([OH:20])[CH:16]=[C:17]([CH3:19])[CH:18]=1)(=[O:11])=[O:10])#[N:2].C(P(CCCC)CCCC)CCC.[CH2:34](O)[CH2:35][CH2:36][OH:37].N(C(N1CCCCC1)=O)=NC(N1CCCCC1)=O>O1CCCC1.CCCCCC>[C:1]([C:3]1[CH:8]=[CH:7][CH:6]=[CH:5][C:4]=1[S:9]([O:12][C:13]1[CH:14]=[C:15]([CH:16]=[C:17]([CH3:19])[CH:18]=1)[O:20][CH2:34][CH2:35][CH2:36][OH:37])(=[O:11])=[O:10])#[N:2]. Procedure details: To a solution of 3-(2-cyanophenylsulfonyloxy)-5-methylphenol (580 mg, 2.0 mmol), as prepared in the preceding step, tri-n-butylphosphine (607 mg, 3.0 mmol), and 1,3-propanediol (760 mg, 10 mmol) in anhydrous tetrahydrofuran (20 mL) was added 1,1'-(azodicarbonyl)dipiperidine (757 mg, 3.0 mmol). The mixture was stirred at room temperature overnight. Hexane (30 mL) was added to the mixture, and the precipitates were removed by filtration. The filtrate was evaporated in vacuo, and the residue was pu... Starting materials: BrC=1C(=CC(=NC1)O)C (5-bromo-4-methylpyridin-2-ol), OCC1(CCC1)C(=O)OCC (ethyl 1-(hydroxymethyl)cyclobutanecarboxylate), C1(=CC=CC=C1)P(C1=CC=CC=C1)C1=CC=CC=C1 (triphenylphosphine), N(=NC(=O)OCC)C(=O)OCC.C1(=CC=CC=C1)C (diethyl azodicarboxylate toluene). Run in O1CCCC1 (tetrahydrofuran). Run at temperature 60 celsius, time 3 hour. Yields the product BrC=1C(=CC(=NC1)OCC1(CCC1)C(=O)OCC)C (ethyl 1-{[(5-bromo-4-methylpyridin-2-yl)oxy]methyl}cyclobutanecarboxylate). The yield is 57.2%. Reaction SMILES: [Br:1][C:2]1[C:3]([CH3:9])=[CH:4][C:5]([OH:8])=[N:6][CH:7]=1.O[CH2:11][C:12]1([C:16]([O:18][CH2:19][CH3:20])=[O:17])[CH2:15][CH2:14][CH2:13]1.C1(P(C2C=CC=CC=2)C2C=CC=CC=2)C=CC=CC=1.N(C(OCC)=O)=NC(OCC)=O.C1(C)C=CC=CC=1>O1CCCC1>[Br:1][C:2]1[C:3]([CH3:9])=[CH:4][C:5]([O:8][CH2:11][C:12]2([C:16]([O:18][CH2:19][CH3:20])=[O:17])[CH2:15][CH2:14][CH2:13]2)=[N:6][CH:7]=1 |f:3.4|. Procedure: In tetrahydrofuran (11 mL) were dissolved 5-bromo-4-methylpyridin-2-ol (639 mg), ethyl 1-(hydroxymethyl)cyclobutanecarboxylate (538 mg) and triphenylphosphine (1.07 g), 40% diethyl azodicarboxylate-toluene solution (1.86 mL) was added dropwise to the solution at room temperature, and then, the resulting mixture was stirred at 60° C. for 3 hours. The reaction mixture was cooled to room temperature, concentrated under reduced pressure, and the precipitated solid was removed by filtration. The filt... Reactants: O=C([O-])O, CNC, COCCC(=O)NC(C)(C)CC(C)=O, C[NH2+]C, [O-][Cl+3]([O-])([O-])[O-], [H][H], [Na+], O=[Pt]. Product: COCCC(=O)NC(C)(C)CC(C)N(C)C. RXN SMILES: [C:28](=[O:29])([OH:30])[O-:31].[CH3:15][NH:16][CH3:17].[CH3:1][C:2]([CH2:3][C:4]([CH3:5])=[O:6])([CH3:7])[NH:8][C:9]([CH2:10][CH2:11][O:12][CH3:13])=[O:14].[CH3:23][NH2+:24][CH3:25].[Cl+3:18]([O-:19])([O-:20])([O-:21])[O-:22].[H:26][H:27].[Na+:32].[Pt:33]=[O:34]>>[CH3:1][C:2]([CH2:3][CH:4]([CH3:5])[N:16]([CH3:15])[CH3:17])([CH3:7])[NH:8][C:9]([CH2:10][CH2:11][O:12][CH3:13])=[O:14]. The reactants are FC1=CC=C(OC2CCNCC2)C=C1 (4-(p-fluorophenoxy)piperidine), C1=CC=C2C(=C1)C(=CN2)C(=O)C(=O)Cl (indole-3-glyoxyloyl chloride). The product is N1C=C(C2=CC=CC=C12)C(C(=O)N1CCC(CC1)OC1=CC=C(C=C1)F)=O (1-(indol-3-ylglyoxyloyl)-4-(p-fluorophenoxy)piperidine). Reaction SMILES: [F:1][C:2]1[CH:14]=[CH:13][C:5]([O:6][CH:7]2[CH2:12][CH2:11][NH:10][CH2:9][CH2:8]2)=[CH:4][CH:3]=1.[CH:15]1[CH:20]=[C:19]2[C:21]([C:24]([C:26](Cl)=[O:27])=[O:25])=[CH:22][NH:23][C:18]2=[CH:17][CH:16]=1>>[NH:23]1[C:18]2[C:19](=[CH:20][CH:15]=[CH:16][CH:17]=2)[C:21]([C:24](=[O:25])[C:26]([N:10]2[CH2:9][CH2:8][CH:7]([O:6][C:5]3[CH:13]=[CH:14][C:2]([F:1])=[CH:3][CH:4]=3)[CH2:12][CH2:11]2)=[O:27])=[CH:22]1. Reported procedure: By following the manipulative procedure described in Example 4(b), 4-(p-fluorophenoxy)piperidine is reacted with indole-3-glyoxyloyl chloride to give 1-(indol-3-ylglyoxyloyl)-4-(p-fluorophenoxy)piperidine as an off-white solid. The solid is recrystallized twice from a methanol and water mixture to give white needles of the glyoxamide, m.p. 205°-207° C. The reactants are O1CCN(CC1)C1=NC=C(C(=O)OC(C)C)C=C1 (isopropyl 6-morpholinonicotinate), Cl (hydrochloric acid). Run in [OH-].[Na+] (sodium hydroxide). Conditions: temperature 55 celsius. The product is O1CCN(CC1)C1=NC=C(C(=O)O)C=C1 (6-morpholinonicotinic acid). RXN SMILES: [O:1]1[CH2:6][CH2:5][N:4]([C:7]2[CH:18]=[CH:17][C:10]([C:11]([O:13]C(C)C)=[O:12])=[CH:9][N:8]=2)[CH2:3][CH2:2]1.Cl>[OH-].[Na+]>[O:1]1[CH2:6][CH2:5][N:4]([C:7]2[CH:18]=[CH:17][C:10]([C:11]([OH:13])=[O:12])=[CH:9][N:8]=2)[CH2:3][CH2:2]1 |f:2.3|. Procedure: A solution of isopropyl 6-chloronicotinate (6.0 g, 0.03 mol) and morpholine (13 mL, 0.15 mol) in isopropyl alcohol (60 mL) was heated at reflux for 72 hours. The solution was allowed to cool to ambient temperature overnight. The resulting precipitate was isolated by filtration, washed with isopropyl alcohol and dried to provide isopropyl 6-morpholinonicotinate. The filtrate was diluted with water. The resulting precipitate was isolated by filtration, washed with water and dried to provide isopro... The reactants are [C-]#[N+]CCNC(c1ccccc1)(c1ccc(OC)cc1)c1ccc(OC)cc1, [C-]#[N+]CCNC(c1ccccc1)(c1ccccc1)c1ccc(OC)cc1, CO, ClCCl, Cl. The product is [C-]#[N+]CCNC(c1ccccc1)(c1ccccc1)c1ccccc1. RXN SMILES: [CH3:28][O:29][c:30]1[cH:31][cH:32][c:33]([C:34]([NH:35][CH2:36][CH2:37][N+:38]#[C-:39])([c:40]2[cH:41][cH:42][cH:43][cH:44][cH:45]2)[c:46]2[cH:47][cH:48][c:49]([O:50][CH3:51])[cH:52][cH:53]2)[cH:54][cH:55]1.[CH3:2][O:3][c:4]1[cH:5][cH:6][c:7]([C:8]([c:9]2[cH:10][cH:11][cH:12][cH:13][cH:14]2)([c:15]2[cH:16][cH:17][cH:18][cH:19][cH:20]2)[NH:21][CH2:22][CH2:23][N+:24]#[C-:25])[cH:26][cH:27]1.[CH3:59][OH:60].[Cl:56][CH2:57][Cl:58].[ClH:1]>>[cH:4]1[cH:5][cH:6][c:7]([C:8]([c:9]2[cH:10][cH:11][cH:12][cH:13][cH:14]2)([c:15]2[cH:16][cH:17][cH:18][cH:19][cH:20]2)[NH:21][CH2:22][CH2:23][N+:24]#[C-:25])[cH:26][cH:27]1. Reactants: O (water), BrCCO (2-bromoethanol), C([O-])([O-])=O.[K+].[K+] (potassium carbonate), FC(C=1C=C(CN(C2=NC=C(C=N2)O)CC2=C(C=CC(=C2)C(F)(F)F)N(CC)C[C@@H]2CC[C@H](CC2)CC(=O)OCC)C=C(C1)C(F)(F)F)(F)F (Ethyl trans-(4-{[(2-{[(3,5-bis-trifluoromethyl-benzyl)-(5-hydroxy-pyrimidin-2-yl)-amino]-methyl}-4-trifluoromethyl-phenyl)-ethyl-amino]-methyl}-cyclohexyl)-acetate). Solvent: C(C)(=O)OCC (ethyl acetate), CN(C=O)C (N,N-dimethylformamide). Conditions: temperature 60 celsius, time 1 day. Yields the product FC(C=1C=C(CN(C2=NC=C(C=N2)OCCO)CC2=C(C=CC(=C2)C(F)(F)F)N(CC)C[C@@H]2CC[C@H](CC2)CC(=O)OCC)C=C(C1)C(F)(F)F)(F)F (ethyl trans-[4-({[2-({(3,5-bis-trifluoromethyl-benzyl)-[5-(2-hydroxy-ethoxy)-pyrimidin-2-yl]-amino}-methyl)-4-trifluoromethyl-phenyl]-ethyl-amino}-methyl)-cyclohexyl]-acetate). RXN SMILES: [F:1][C:2]([F:50])([F:49])[C:3]1[CH:4]=[C:5]([CH:42]=[C:43]([C:45]([F:48])([F:47])[F:46])[CH:44]=1)[CH2:6][N:7]([CH2:15][C:16]1[CH:21]=[C:20]([C:22]([F:25])([F:24])[F:23])[CH:19]=[CH:18][C:17]=1[N:26]([CH2:29][C@H:30]1[CH2:35][CH2:34][C@H:33]([CH2:36][C:37]([O:39][CH2:40][CH3:41])=[O:38])[CH2:32][CH2:31]1)[CH2:27][CH3:28])[C:8]1[N:13]=[CH:12][C:11]([OH:14])=[CH:10][N:9]=1.Br[CH2:52][CH2:53][OH:54].C(=O)([O-])[O-].[K+].[K+].O>CN(C)C=O.C(OCC)(=O)C>[F:50][C:2]([F:1])([F:49])[C:3]1[CH:4]=[C:5]([CH:42]=[C:43]([C:45]([F:46])([F:47])[F:48])[CH:44]=1)[CH2:6][N:7]([CH2:15][C:16]1[CH:21]=[C:20]([C:22]([F:25])([F:24])[F:23])[CH:19]=[CH:18][C:17]=1[N:26]([CH2:29][C@H:30]1[CH2:31][CH2:32][C@H:33]([CH2:36][C:37]([O:39][CH2:40][CH3:41])=[O:38])[CH2:34][CH2:35]1)[CH2:27][CH3:28])[C:8]1[N:9]=[CH:10][C:11]([O:14][CH2:52][CH2:53][OH:54])=[CH:12][N:13]=1 |f:2.3.4|. Procedure: Ethyl trans-(4-{[(2-{[(3,5-bis-trifluoromethyl-benzyl)-(5-hydroxy-pyrimidin-2-yl)-amino]-methyl}-4-trifluoromethyl-phenyl)-ethyl-amino]-methyl}-cyclohexyl)-acetate (300 mg) is dissolved in N,N-dimethylformamide (4 ml), and thereto are added 2-bromoethanol (87 μl) and potassium carbonate (172 mg), and the mixture is stirred at 60° C. for 1 day. The reaction solution is cooled to room temperature, and thereto are added water and ethyl acetate, and the mixture is separated, and the organic layer is... Reactants: C(CCC)[Li] (butyllithium), O=C1NC(CC1)OCC (2-oxo-5-ethoxy pyrrolidine), C(=CC1=CC=CC=C1)S(=O)(=O)Cl (styrene-sulphonyl chloride). Solvent: O1CCCC1 (tetrahydrofuran), O1CCCC1 (tetrahydrofuran). Run at temperature -5 celsius, time 4 hour. Yields the product C(=CC1=CC=CC=C1)S(=O)(=O)N1C(CCC1OCC)=O (1-(styrenesulphonyl)-2-oxo-5-ethoxy pyrrolidine). Isolated yield 22.0%. Reaction SMILES: [O:1]=[C:2]1[CH2:6][CH2:5][CH:4]([O:7][CH2:8][CH3:9])[NH:3]1.C([Li])CCC.[CH:15]([S:23](Cl)(=[O:25])=[O:24])=[CH:16][C:17]1[CH:22]=[CH:21][CH:20]=[CH:19][CH:18]=1>O1CCCC1>[CH:15]([S:23]([N:3]1[CH:4]([O:7][CH2:8][CH3:9])[CH2:5][CH2:6][C:2]1=[O:1])(=[O:25])=[O:24])=[CH:16][C:17]1[CH:22]=[CH:21][CH:20]=[CH:19][CH:18]=1. Reported procedure: 2.6 g of 2-oxo-5-ethoxy pyrrolidine is dissolved in 80 cm3 of anhydrous tetrahydrofuran, then cooled to -5° C., and 12.6 cm3 of butyllithium is added. After 20 minutes under agitation, there is added slowly at the same temperature, 4.05 g of styrene-sulphonyl chloride (CA 47, 3262c (1953)) in 10 cm3 of tetrahydrofuran. After allowing this to return to ambient temperature, after 4 hours, it is concentrated to dryness and the residue is chromatographed on silica. 1.3 g of the expected product is o...